From a dataset of the Open Reaction Database (ORD), a public repository of structured organic reaction records. describe an organic reaction: reactants, conditions, products, and yield Starting materials: OC(C)(C)C1=C(N=C(C(=N1)C(=O)N)NC1=CC=C(C=C1)N1CCN(CC1)C)OC1=CC(=CC=C1)[N+](=O)[O-] (6-(2-hydroxypropan-2-yl)-3-{[4-(4-methylpiperazin-1-yl)phenyl]amino}-5-(3-nitrophenoxy)pyrazine-2-carboxamide), O1CCCC1 (tetrahydrofuran), S(=O)([O-])S(=O)[O-].[Na+].[Na+] (sodium dithionite), C(O)([O-])=O.[Na+] (sodium hydrogen carbonate). Run in CO (methanol), C(Cl)(Cl)Cl.C(C)(C)O (chloroform isopropanol), O (water). Reaction conditions: time 30 minute. The product is NC=1C=C(OC=2N=C(C(=NC2C(C)(C)O)C(=O)N)NC2=CC=C(C=C2)N2CCN(CC2)C)C=CC1 (5-(3-aminophenoxy)-6-(2-hydroxypropan-2-yl)-3-{[4-(4-methylpiperazin-1-yl)phenyl]amino}pyrazine-2-carboxamide). The yield is 9.6%. Reaction SMILES: [OH:1][C:2]([C:5]1[N:10]=[C:9]([C:11]([NH2:13])=[O:12])[C:8]([NH:14][C:15]2[CH:20]=[CH:19][C:18]([N:21]3[CH2:26][CH2:25][N:24]([CH3:27])[CH2:23][CH2:22]3)=[CH:17][CH:16]=2)=[N:7][C:6]=1[O:28][C:29]1[CH:34]=[CH:33][CH:32]=[C:31]([N+:35]([O-])=O)[CH:30]=1)([CH3:4])[CH3:3].O1CCCC1.S(S([O-])=O)([O-])=O.[Na+].[Na+].C(=O)([O-])O.[Na+]>C(Cl)(Cl)Cl.C(O)(C)C.O.CO>[NH2:35][C:31]1[CH:30]=[C:29]([CH:34]=[CH:33][CH:32]=1)[O:28][C:6]1[N:7]=[C:8]([NH:14][C:15]2[CH:16]=[CH:17][C:18]([N:21]3[CH2:22][CH2:23][N:24]([CH3:27])[CH2:25][CH2:26]3)=[CH:19][CH:20]=2)[C:9]([C:11]([NH2:13])=[O:12])=[N:10][C:5]=1[C:2]([OH:1])([CH3:3])[CH3:4] |f:2.3.4,5.6,7.8|. Procedure details: To a mixture of 6-(2-hydroxypropan-2-yl)-3-{[4-(4-methylpiperazin-1-yl)phenyl]amino}-5-(3-nitrophenoxy)pyrazine-2-carboxamide (300 mg), tetrahydrofuran (6 mL), and methanol (12 mL) were added sodium dithionite (1.03 g), sodium hydrogen carbonate (993 mg), and water (13.5 mL), followed by stirring at room temperature for 30 minutes, and then stirring at 50° C. for 2 hours. To the reaction mixture was added chloroform-isopropanol (4:1), and then the organic phase was washed with water. The organic... The reactants are CO (methanol), C(C1=CC=CC=C1)C1=CC=C(N1)C(=O)N[C@@H](C)C(=O)N[C@@H](CC(=O)O)C=O ((3S)3-[N-(5-Benzylpyrrole-2-carbonyl)-L-alaninyl]amino-4-oxobutanoic acid), C(C1=CC=CC=C1)C1=CC=C(N1)C(=O)N[C@H](C)C(=O)N[C@@H]1[C@H](OC(C1)=O)OCC1=CC=CC=C1 ((2R,S,3S)N2 -(5-Benzylpyrrole-2-carbonyl)-N-(tetrahydro-2-benzyloxy-5-oxo-3-furanyl)-L-alaninamide), [K+].[Br-] (KBr), compound 36a. The solvent is O (H2O). Product: N1C(=CC=C1)C(=O)N[C@@H](C)C(=O)N[C@@H](CC(=O)O)C=O ((3S)3-[N-(Pyrrole-2-carbonyl)-L-alaninyl]amino-4-oxobutanoic acid). Reaction SMILES: C([C:8]1[NH:12][C:11]([C:13]([NH:15][C@H:16]([C:18]([NH:20][C@H:21]([CH:26]=[O:27])[CH2:22][C:23]([OH:25])=[O:24])=[O:19])[CH3:17])=[O:14])=[CH:10][CH:9]=1)C1C=CC=CC=1.C(C1NC(C(N[C@@H](C(N[C@H]2CC(=O)O[C@@H]2OCC2C=CC=CC=2)=O)C)=O)=CC=1)C1C=CC=CC=1.CO.[K+].[Br-]>O>[NH:12]1[CH:8]=[CH:9][CH:10]=[C:11]1[C:13]([NH:15][C@H:16]([C:18]([NH:20][C@H:21]([CH:26]=[O:27])[CH2:22][C:23]([OH:25])=[O:24])=[O:19])[CH3:17])=[O:14] |f:3.4|. Procedure details: (3S)3-[N-(5-Benzylpyrrole-2-carbonyl)-L-alaninyl]amino-4-oxobutanoic acid (36b), was prepared (41%) from 35b by the method described for compound 36a, to afford an off white solid: mp. 109°-112° C.; [α]D25 +6.3° (c 0.3, methanol); IR (KBr) 3368, 1724, 1630, 1530, 1453, 1414, 1233, 1049; 1H NMR(d4 methanol) δ 7.25-7.11 (5H, m), 6.76 (1H, d, J=3.5), 5.84 (1H, d, J=3.5), 4.51 (1H, m), 4.43 (1H, q, J=7.1), 4.23 (1H, m), 2.5 (2H, m),1.35 (3H, d, J=7.0). Anal. Calcd for C19H21N3O5. 1.75 H2O: C, 56.64;... Starting materials: FC1=CC=C(C=C1)C1=NOC(=C1C=1N=CNC1)C(F)(F)F (3-(4-fluoro-phenyl)-4-(1H-imidazol-4-yl)-5-trifluoromethyl-isoxazole), ClC1=NC=C(C(=O)OC)C=C1 (methyl 6-chloronicotinate). The product is COC(C1=CN=C(C=C1)N1C=NC(=C1)C=1C(=NOC1C(F)(F)F)C1=CC=C(C=C1)F)=O (6-{4-[3-(4-Fluoro-phenyl)-5-trifluoromethyl-isoxazol-4-yl]-imidazol-1-yl}-nicotinic acid methyl ester). Yield: 71.0%. Reaction SMILES: [F:1][C:2]1[CH:7]=[CH:6][C:5]([C:8]2[C:12]([C:13]3[N:14]=[CH:15][NH:16][CH:17]=3)=[C:11]([C:18]([F:21])([F:20])[F:19])[O:10][N:9]=2)=[CH:4][CH:3]=1.Cl[C:23]1[CH:32]=[CH:31][C:26]([C:27]([O:29][CH3:30])=[O:28])=[CH:25][N:24]=1>>[CH3:30][O:29][C:27](=[O:28])[C:26]1[CH:31]=[CH:32][C:23]([N:16]2[CH:17]=[C:13]([C:12]3[C:8]([C:5]4[CH:6]=[CH:7][C:2]([F:1])=[CH:3][CH:4]=4)=[N:9][O:10][C:11]=3[C:18]([F:21])([F:19])[F:20])[N:14]=[CH:15]2)=[N:24][CH:25]=1. Reported procedure: As described for Example 4, 3-(4-fluoro-phenyl)-4-(1H-imidazol-4-yl)-5-trifluoromethyl-isoxazole (700 mg, 2.4 mmol) instead of 4-(1H-imidazol-4-yl)-3-phenyl-5-trifluoromethyl-isoxazole was converted, using methyl 6-chloronicotinate instead of 4-fluorobenzotrifluoride, to the title compound (720 mg, 71%) which was obtained as a white solid. MS: m/e=433.1 [M+H]+. Starting materials: NC=1SC=C(N1)/C(/C(=O)O)=N/OC ((Z)-2-(2-aminothiazol-4-yl)-2-methoxyiminoacetic acid), [Cl-].CN(C)[NH+]=CCl (Dimethylaminochloromethyleneammonium chloride), C(C)(C)OC(C)C (Isopropyl ether). Run in O1CCCC1 (tetrahydrofuran). Reaction conditions: temperature -12 celsius, time 40 minute. Yields the product Cl.CN(C)C=NC=1SC=C(N1)/C(/C(=O)Cl)=N/OC ((Z)-2-(2-dimethylaminomethylidenaminothiazol-4-yl)-2-methoxyiminoacetyl chloride. hydrochloride). The yield is 96.9%. As a reaction SMILES: [Cl-:1].[CH3:2][N:3]([NH+]=C[Cl:7])[CH3:4].[NH2:8][C:9]1[S:10][CH:11]=[C:12](/[C:14](=[N:18]/[O:19][CH3:20])/[C:15]([OH:17])=O)[N:13]=1.[CH:21](OC(C)C)(C)C>O1CCCC1>[ClH:7].[CH3:2][N:3]([CH:4]=[N:8][C:9]1[S:10][CH:11]=[C:12](/[C:14](=[N:18]/[O:19][CH3:20])/[C:15]([Cl:1])=[O:17])[N:13]=1)[CH3:21] |f:0.1,5.6|. Procedure details: Dimethylaminochloromethyleneammonium chloride (1.54 g, 12.0 mmol) was dissolved in 7 ml of tetrahydrofuran, followed by cooling to -12° C. Added to the solution were 1.10 g (5.5 mmol) of (Z)-2-(2-aminothiazol-4-yl)-2-methoxyiminoacetic acid and the resulting mixture was stirred for 40 minutes. Isopropyl ether (16 ml) was added to the reaction mixture, followed by stirring for 40 minutes. Deposited crystals were collected under a nitrogen gas stream, collected by filtration and then dried, whereb... Starting materials: C(C=C)NC(OC(C)(C)C)=O (tert-butyl allylcarbamate), CCCCCCCCC (nonane), solution, C12(CC3CC(CC(C1)C3)C2)CNC(C2=CC(=NC=C2Cl)Br)=O (N-(1-adamantylmethyl)-2-bromo-5-chloroisonicotinamide), dichloro[1,1′-bis(diphenylphosphino)ferrocenyl]palladium (II), P(=O)([O-])([O-])[O-].[K+].[K+].[K+] (potassium phosphate), solution. Run in [Cl-].[Na+].O (brine), O1CCCC1 (tetrahydrofuran), CN(C=O)C (N,N-dimethylformamide), O (water). Run at time 15 minute. Product: Cl.C12(CC3CC(CC(C1)C3)C2)CNC(C2=CC(=NC=C2Cl)CCCNCC)=O (N-(1-Adamantylmethyl)-5-chloro-2-[3-(ethylamino)propyl]isonicotinamide hydrochloride). As a reaction SMILES: [CH2:1]([NH:4][C:5](=O)OC(C)(C)C)[CH:2]=[CH2:3].[CH3:12]CCCCCCCC.P([O-])([O-])([O-])=O.[K+].[K+].[K+].[C:29]12([CH2:39][NH:40][C:41](=[O:50])[C:42]3[C:47]([Cl:48])=[CH:46][N:45]=[C:44](Br)[CH:43]=3)[CH2:38][CH:33]3[CH2:34][CH:35]([CH2:37][CH:31]([CH2:32]3)[CH2:30]1)[CH2:36]2>O1CCCC1.O.CN(C)C=O.[Cl-].[Na+].O>[ClH:48].[C:29]12([CH2:39][NH:40][C:41](=[O:50])[C:42]3[C:47]([Cl:48])=[CH:46][N:45]=[C:44]([CH2:3][CH2:2][CH2:1][NH:4][CH2:5][CH3:12])[CH:43]=3)[CH2:38][CH:33]3[CH2:34][CH:35]([CH2:37][CH:31]([CH2:32]3)[CH2:30]1)[CH2:36]2 |f:2.3.4.5,10.11.12,13.14|. Procedure details: A solution of tert-butyl allylcarbamate (Example 7(iv)) (0.23 g) in 9-boroabicyclo[3.3.1]nonane (5 ml of a 0.5M solution in tetrahydrofuran) was heated at reflux under nitrogen for 6 hours. The solution was cooled to room temperature and potassium phosphate (1 ml of a 3M solution in water) was added. The mixture was stirred for 15 minutes and a solution of N-(1-adamantylmethyl)-2-bromo-5-chloroisonicotinamide (Example 1(ii)) (0.383 g) and dichloro[1,1′-bis(diphenylphosphino)ferrocenyl]palladium ... The reactants are COc1ccc(-c2coc3cc(OCC4CO4)ccc3c2=O)cc1, CCO, CCN(C(C)C)C(C)C, NCc1cccc(C(F)(F)F)c1. Product: COc1ccc(-c2coc3cc(OCC(O)CNCc4cccc(C(F)(F)F)c4)ccc3c2=O)cc1. RXN SMILES: [CH3:1][O:2][c:3]1[cH:4][cH:5][c:6](-[c:9]2[cH:10][o:11][c:12]3[cH:13][c:14]([O:20][CH2:21][CH:22]4[O:23][CH2:24]4)[cH:15][cH:16][c:17]3[c:18]2=[O:19])[cH:7][cH:8]1.[CH3:46][CH2:47][OH:48].[CH:37]([N:38]([CH:39]([CH3:40])[CH3:41])[CH2:42][CH3:43])([CH3:44])[CH3:45].[F:25][C:26]([c:27]1[cH:28][c:29]([CH2:30][NH2:31])[cH:32][cH:33][cH:34]1)([F:35])[F:36]>>[CH3:1][O:2][c:3]1[cH:4][cH:5][c:6](-[c:9]2[cH:10][o:11][c:12]3[cH:13][c:14]([O:20][CH2:21][CH:22]([OH:23])[CH2:24][NH:31][CH2:30][c:29]4[cH:28][c:27]([C:26]([F:25])([F:35])[F:36])[cH:34][cH:33][cH:32]4)[cH:15][cH:16][c:17]3[c:18]2=[O:19])[cH:7][cH:8]1.